The task is: describe an organic reaction: reactants, conditions, products, and yield. This data is from the Open Reaction Database (ORD), a public repository of structured organic reaction records. Reactants: Nitro, COC1=C(C=CC(=C1)[N+](=O)[O-])C=1SC2=C(N1)C=CC(=C2)OC (2-(2-methoxy-4-nitrophenyl)-6-methoxybenzothiazole), O.O.[Sn](Cl)Cl (tin (II) dichloride dihydrate). Run in CCO (EtOH). Yields the product NC1=CC(=C(C=C1)C=1SC2=C(N1)C=CC(=C2)OC)OC (2-(4-Amino-2-methoxyphenyl)-6-methoxybenzothiazole). The yield is 88.1%. As a reaction SMILES: [CH3:1][O:2][C:3]1[CH:8]=[C:7]([N+:9]([O-])=O)[CH:6]=[CH:5][C:4]=1[C:12]1[S:13][C:14]2[CH:20]=[C:19]([O:21][CH3:22])[CH:18]=[CH:17][C:15]=2[N:16]=1.O.O.[Sn](Cl)Cl>CCO>[NH2:9][C:7]1[CH:6]=[CH:5][C:4]([C:12]2[S:13][C:14]3[CH:20]=[C:19]([O:21][CH3:22])[CH:18]=[CH:17][C:15]=3[N:16]=2)=[C:3]([O:2][CH3:1])[CH:8]=1 |f:1.2.3|. Reported procedure: Prepared as described in the Nitro Reduction section using 2-(2-methoxy-4-nitrophenyl)-6-methoxybenzothiazole (1.0 g, 3.13 mmol) and tin (II) dichloride dihydrate (5.66 g, 25.08 mmol) in EtOH (50 ml) to give the title compound (0.79 g, 89%) as a pale yellow solid after work-up and recrystallisation from EtOH. Starting materials: saturated aqueous solution, [Cl-].[NH4+] (ammonium chloride), BrC1=CC=CC=C1 (bromobenzene), [Mg] (magnesium), C(C)(C)(C)OC(=O)N1CC(CCC1)=O (N-t-butoxycarbonyl-3-oxopiperidine), Grignard reagent. Run in O1CCCC1 (tetrahydrofuran), O1CCCC1 (tetrahydrofuran). Conditions: time 1 hour. Product: C(C)(C)(C)OC(=O)N1CC(CCC1)(C1=CC=CC=C1)O (N-t-butoxycarbonyl-3-hydroxy-3-phenylpiperidine). Isolated yield 60.5%. Reaction SMILES: [C:1]([O:5][C:6]([N:8]1[CH2:13][CH2:12][CH2:11][C:10](=[O:14])[CH2:9]1)=[O:7])([CH3:4])([CH3:3])[CH3:2].Br[C:16]1[CH:21]=[CH:20][CH:19]=[CH:18][CH:17]=1.[Mg].[Cl-].[NH4+]>O1CCCC1>[C:1]([O:5][C:6]([N:8]1[CH2:13][CH2:12][CH2:11][C:10]([OH:14])([C:16]2[CH:21]=[CH:20][CH:19]=[CH:18][CH:17]=2)[CH2:9]1)=[O:7])([CH3:4])([CH3:2])[CH3:3] |f:3.4|. Procedure details: A solution of 5.00 g of N-t-butoxycarbonyl-3-oxopiperidine in 10 ml of tetrahydrofuran was added dropwise under ice-cooling to a Grignard reagent solution prepared from 4.73 g of bromobenzene and 0.79 g of magnesium in 50 ml of tetrahydrofuran. The mixture was stirred at room temperature for 1 hour, followed by cooling with ice, and 100 ml of a saturated aqueous solution of ammonium chloride was added thereto dropwise. The reaction mixture was extracted with ethyl acetate, and the extract was wa... Starting materials: C1(=CC=CC=C1)CCCBr (3-phenyl-1-bromopropane), [Mg] (magnesium), ice water, CC=1C=C(C=O)C=CC1OC (3-methyl-para-anisaldehyde). Solvent: C1CCOC1 (THF), C1CCOC1 (THF). The product is 3-Phenyl-1-1-propyl magnesium bromide, CC1=C(C=CC(=C1)C(CCCC1=CC=CC=C1)O)OC (2-methyl-4-(1-hydroxy-4-phenyl-1-butyl) anisole). Yield: 58.7%. RXN SMILES: [C:1]1([CH2:7][CH2:8][CH2:9]Br)[CH:6]=[CH:5][CH:4]=[CH:3][CH:2]=1.[Mg].[CH3:12][C:13]1[CH:14]=[C:15]([CH:18]=[CH:19][C:20]=1[O:21][CH3:22])[CH:16]=[O:17]>C1COCC1>[CH3:12][C:13]1[CH:14]=[C:15]([CH:16]([OH:17])[CH2:9][CH2:8][CH2:7][C:1]2[CH:6]=[CH:5][CH:4]=[CH:3][CH:2]=2)[CH:18]=[CH:19][C:20]=1[O:21][CH3:22]. Procedure: 3-Phenyl-1-1-propyl magnesium bromide was prepared from the reaction of 3-phenyl-1-bromopropane (8.0 mL. 52.6 mmol) and magnesium turnings (1.40 g, 57.6 mmol) in THF. This solution was added dropwise to an ice-water cooled solution of 3-methyl-para-anisaldehyde (7.70 mL. 52.6 mmol) in THF. The resulting reaction was allowed to warm to room temperature, and after 1h was partitioned between aqueous ammonium chloride and ether. The organic phase was dried over magnesium sulfate, concentrated, and p... Reactants: C([O-])(O)=O.[Na+] (sodium bicarbonate), CNCC(=O)OCC (ethyl 2-(methylamino)acetate), ClC(=O)OCC1=CC=CC=C1 (benzyl chloroformate). Run in C(C)(=O)OCC (ethyl acetate). Reaction conditions: temperature 0 celsius, time 8 hour. The product is C(C1=CC=CC=C1)OC(=O)N(CC(=O)OCC)C (ethyl 2-(((benzyloxy)carbonyl)(methyl)amino)acetate). RXN SMILES: C(=O)(O)[O-].[Na+].[CH3:6][NH:7][CH2:8][C:9]([O:11][CH2:12][CH3:13])=[O:10].Cl[C:15]([O:17][CH2:18][C:19]1[CH:24]=[CH:23][CH:22]=[CH:21][CH:20]=1)=[O:16]>C(OCC)(=O)C>[CH2:18]([O:17][C:15]([N:7]([CH3:6])[CH2:8][C:9]([O:11][CH2:12][CH3:13])=[O:10])=[O:16])[C:19]1[CH:24]=[CH:23][CH:22]=[CH:21][CH:20]=1 |f:0.1|. Procedure details: A rapidly stirred mixture of ethyl acetate and saturated aqueous sodium bicarbonate containing commercially available commercially available 2 ethyl 2-(methylamino)acetate (1.91 g, 12.4 mmol, HCl salt) was cooled to 0° C. and treated dropwise with benzyl chloroformate (4.10 mL, 12.3 mmol). After stirring overnight warming to room temperature, the aqueous layer was removed and the organic layer concentrated in vacuo. Purification of the residue by flash chromatography (silica gel, DCM) yielded th... Product: Cl.Cl.C1(=CC=CC=C1)C=1C=C(C=NC1)OC[C@@H]1N(CCC1)C (5-phenyl-3-(1-methyl-2-(R)-pyrrolidinylmethoxy)pyridine dihydrochloride). The reactants are C1(=CC=CC=C1)C=1C=C(C=NC1)OC[C@@H]1NCCC1 (5-phenyl-3-(2-(R)-pyrrolidinylmethoxy)pyridine), C=O (formalin), C(=O)O (formic acid), Cl (HCl). As a reaction SMILES: [C:1]1([C:7]2[CH:8]=[C:9]([O:13][CH2:14][C@H:15]3[CH2:19][CH2:18][CH2:17][NH:16]3)[CH:10]=[N:11][CH:12]=2)[CH:6]=[CH:5][CH:4]=[CH:3][CH:2]=1.C=O.[CH:22](O)=O.[ClH:25]>CCOCC>[ClH:25].[ClH:25].[C:1]1([C:7]2[CH:8]=[C:9]([O:13][CH2:14][C@H:15]3[CH2:19][CH2:18][CH2:17][N:16]3[CH3:22])[CH:10]=[N:11][CH:12]=2)[CH:2]=[CH:3][CH:4]=[CH:5][CH:6]=1 |f:5.6.7|. The solvent is CCOCC (Et2O). Procedure details: To 5-phenyl-3-(2-(R)-pyrrolidinylmethoxy)pyridine from Example 52 (150 mg, 0.59 mmol) was added formalin (38%, 5.0 mL) and formic acid (88%, 2.5 mL), and the mixture was refluxed for 16 hours. The reaction was quenched by the addition of saturated aqueous NaHCO3. The mixture was extracted with CHCl3, which was dried over MgSO4, filtered and concentrated. The residue was chromatographed on a silica gel column, eluting with CHCl3/MeOH 10:1.5 to afford the base. The salt was prepared by treatment w... Reactants: C(C)N1CCNCC1 (1-ethylpiperazine), C1(CCCC(=O)O1)=O (glutaric anhydride). Solvent: C(C)OCC (ethyl ether), O1CCOCC1 (dioxane), O1CCOCC1 (dioxane). Reaction conditions: time 19 hour. Product: C(C)N1CCN(CC1)C(CCCC(=O)O)=O (5-(4-ethylpiperazin-1-yl)-5-oxopentanoic acid). Isolated yield 65.0%. Reaction SMILES: [CH2:1]([N:3]1[CH2:8][CH2:7][NH:6][CH2:5][CH2:4]1)[CH3:2].[C:9]1(=[O:16])[O:15][C:13](=[O:14])[CH2:12][CH2:11][CH2:10]1>O1CCOCC1.C(OCC)C>[CH2:1]([N:3]1[CH2:8][CH2:7][N:6]([C:9](=[O:16])[CH2:10][CH2:11][CH2:12][C:13]([OH:15])=[O:14])[CH2:5][CH2:4]1)[CH3:2]. Procedure details: 1.5 g of 1-ethylpiperazine and 1.5 g of glutaric anhydride in solution in 5 cm3 of dioxane are added, under argon, to 10 cm3 of dioxane. The stirring is continued at 25° C. for 19 hours. The solvents are evaporated under reduced pressure (2.7 kPa) to give a brown oil which is stirred in ethyl ether. The solid obtained is filtered, rinsed with diethyl ether and then dried at 20° C. (90 Pa) to give 1.95 g of 5-(4-ethylpiperazin-1-yl)-5-oxopentanoic acid in the form of a hygroscopic pink solid whic... The reactants are B, O=C(O)c1ccc(Br)cc1[N+](=O)[O-], C1CCOC1. The product is O=[N+]([O-])c1cc(Br)ccc1CO. RXN SMILES: [BH3:14].[Br:1][c:2]1[cH:3][c:4]([N+:11](=[O:12])[O-:13])[c:5]([C:6](=[O:7])[OH:8])[cH:9][cH:10]1.[CH2:15]1[O:16][CH2:17][CH2:18][CH2:19]1>>[Br:1][c:2]1[cH:3][c:4]([N+:11](=[O:12])[O-:13])[c:5]([CH2:6][OH:7])[cH:9][cH:10]1. Reactants: solid, BrC1=CC(=CC=2C(=C3N(C12)CCNC3=O)C)C#N (6-bromo-10-methyl-1-oxo-1,2,3,4-tetrahydro-pyrazino[1,2-a]indole-8-carbonitrile), BrC1=CC(=CC=2C(=C3N(C12)CCNC3=O)C)C#N (6-bromo-10-methyl-1-oxo-1,2,3,4-tetrahydro-pyrazino[1,2-a]indole-8-carbonitrile), N1=CC=C(C=C1)B(O)O (pyridin-4-ylboronic acid). Yields the product CC1=C2N(C=3C(=CC(=CC13)C#N)C1=CC=NC=C1)CCNC2=O (10-Methyl-1-oxo-6-pyridin-4-yl-3,4-dihydro-2H-pyrazino[1,2-a]indole-8-carbonitrile). RXN SMILES: Br[C:2]1[C:10]2[N:9]3[CH2:11][CH2:12][NH:13][C:14](=[O:15])[C:8]3=[C:7]([CH3:16])[C:6]=2[CH:5]=[C:4]([C:17]#[N:18])[CH:3]=1.[N:19]1[CH:24]=[CH:23][C:22](B(O)O)=[CH:21][CH:20]=1>>[CH3:16][C:7]1[C:6]2[CH:5]=[C:4]([C:17]#[N:18])[CH:3]=[C:2]([C:22]3[CH:23]=[CH:24][N:19]=[CH:20][CH:21]=3)[C:10]=2[N:9]2[CH2:11][CH2:12][NH:13][C:14](=[O:15])[C:8]=12. Procedure details: The title compound, white solid (29 mg, 38%), MS (ISP) m/z=303.5 [(M+H)+], mp 307° C., was prepared in accordance with the general method of example 1 from 6-bromo-10-methyl-1-oxo-1,2,3,4-tetrahydro-pyrazino[1,2-a]indole-8-carbonitrile (intermediate 16) (76 mg, 0.25 mmol) and commercially available pyridin-4-ylboronic acid (39.9 mg, 0.325 mmol). Starting materials: CC(C(C)(C)C)=O (pinacolone), BrC1=CC=C(C=C1)Cl (4-bromochlorobenzene), ( 600 ), [Cl-].[NH4+] (ammonium chloride), CC(C)([O-])C.[Na+] (sodium t-butoxide). The reagents and catalysts are C(C)(=O)[O-].[Pd+2].C(C)(=O)[O-] (palladium acetate). Run in C1(=CC=CC=C1)C (toluene), C1(=CC=CC=C1)C (toluene), C1(=CC=CC=C1)C (toluene). Conditions: temperature 25 celsius, time 40 minute. Yields the product ClC1=CC=C(C=C1)CC(C(C)(C)C)=O (1-(4-chlorophenyl)-3,3-dimethyl-2-butanone). As a reaction SMILES: CC(C)([O-])C.[Na+].Br[C:8]1[CH:13]=[CH:12][C:11]([Cl:14])=[CH:10][CH:9]=1.[CH3:15][C:16](=[O:21])[C:17]([CH3:20])([CH3:19])[CH3:18].[Cl-].[NH4+]>C1(C)C=CC=CC=1.C([O-])(=O)C.[Pd+2].C([O-])(=O)C>[Cl:14][C:11]1[CH:12]=[CH:13][C:8]([CH2:15][C:16](=[O:21])[C:17]([CH3:20])([CH3:19])[CH3:18])=[CH:9][CH:10]=1 |f:0.1,4.5,7.8.9|. Procedure details: (a′) A 5 L, 4-necked, round-bottomed flask, equipped with a mechanical stirrer, digital thermometer, addition funnel, heating mantle and a condenser with nitrogen inlet-outlet, is charged with 100.0 g of sodium t-butoxide and 300 mL of dry toluene. The mixture is stirred at 23-27° C. and added to a solution of 1.48 g of palladium acetate and 125.0 g of 4-bromochlorobenzene in 850 mL of dry toluene. The mixture is heated to a temperature at 95-100° C. using a heating mantle temperature set at abo... The reactants are [OH-].[K+] (KOH), Cl.C(C1=CC=CC=C1)N1CC(CCC1)=O (1-benzyl-piperidin-3-one hydrochloride salt), NC1=CC=CC=C1 (aniline), [BH3-]C#N.[Na+] (NaCNBH3). Run in CO (MeOH), O (water). Yields the product C(C1=CC=CC=C1)N1CC(CCC1)NC1=CC=CC=C1 ((1-Benzyl-piperidin-3-yl)-phenyl-amine). RXN SMILES: Cl.[CH2:2]([N:9]1[CH2:14][CH2:13][CH2:12][C:11](=O)[CH2:10]1)[C:3]1[CH:8]=[CH:7][CH:6]=[CH:5][CH:4]=1.[NH2:16][C:17]1[CH:22]=[CH:21][CH:20]=[CH:19][CH:18]=1.[BH3-]C#N.[Na+].[OH-].[K+]>CO.O>[CH2:2]([N:9]1[CH2:14][CH2:13][CH2:12][CH:11]([NH:16][C:17]2[CH:22]=[CH:21][CH:20]=[CH:19][CH:18]=2)[CH2:10]1)[C:3]1[CH:8]=[CH:7][CH:6]=[CH:5][CH:4]=1 |f:0.1,3.4,5.6|. Procedure: To a solution of 1-benzyl-piperidin-3-one hydrochloride salt (2.02 g, 8.95 mmol), aniline (1.67 ml, 17.89 mmol) in MeOH (20 ml) at room temperature was added NaCNBH3 (1.8 g, 28.64 mmol) in several portions. The mixture was stirred over night. The mixture was taken up in 50 ml of water, the pH was increased to 12 with 2N KOH and extracted with CH2Cl2 (3×50 ml). Standard work-up of the organic solution provided 164 as a dried residue which was used in the next step without further purification. LR...